Dataset: the Open Reaction Database (ORD), a public repository of structured organic reaction records. Task: describe an organic reaction: reactants, conditions, products, and yield The solvent is CS(=O)C (DMSO). Procedure: A solution of N′-cyclohexyl-4-iodo-2-methoxynicotinohydrazide (220 mg), L-proline (13.5 mg), potassium carbonate (162 mg) and copper(I) iodide (11.2 mg) in DMSO (6 mL) was stirred overnight under nitrogen atmosphere at room temperature. To the reaction mixture was added water under ice-cooling, and the mixture was extracted with ethyl acetate. The organic layer was removed, to the obtained aqueous layer was added 1N hydrochloric acid (1.5 mL) under ice-cooling, and the mixture was extracted with... Yield: 69.0%. The reagents and catalysts are [Cu]I (copper(I) iodide). As a reaction SMILES: [CH:1]1([NH:7][NH:8][C:9](=[O:19])[C:10]2[C:15](I)=[CH:14][CH:13]=[N:12][C:11]=2[O:17][CH3:18])[CH2:6][CH2:5][CH2:4][CH2:3][CH2:2]1.N1CCC[C@H]1C(O)=O.C(=O)([O-])[O-].[K+].[K+].O>CS(C)=O.[Cu]I>[CH:1]1([N:7]2[C:15]3[CH:14]=[CH:13][N:12]=[C:11]([O:17][CH3:18])[C:10]=3[C:9](=[O:19])[NH:8]2)[CH2:6][CH2:5][CH2:4][CH2:3][CH2:2]1 |f:2.3.4|. Reactants: C1(CCCCC1)NNC(C1=C(N=CC=C1I)OC)=O (N′-cyclohexyl-4-iodo-2-methoxynicotinohydrazide), N1[C@H](C(=O)O)CCC1 (L-proline), C([O-])([O-])=O.[K+].[K+] (potassium carbonate), O (water). Yields the product C1(CCCCC1)N1NC(C=2C(=NC=CC21)OC)=O (1-cyclohexyl-4-methoxy-1,2-dihydro-3H-pyrazolo[4,3-c]pyridin-3-one). Reactants: C(C)O[C@@H]1C[C@@H]2CC=C3[C@@]4([C@H](C[C@H]([C@@H](CCCC(C)C)C)[C@]4(CC[C@@H]3[C@]2(CC1)C)C)O)CC (3β-ethoxy-14α-ethyl-5α-cholest-7-en-15α-ol), [Na+].[Cl-] (NaCl), C(C)O[C@@H]1C[C@@H]2CC=C3[C@@]4(C(C[C@H]([C@@H](CCCC(C)C)C)[C@]4(CC[C@@H]3[C@]2(CC1)C)C)=O)CC (3β-ethoxy-14α-ethyl-5α-cholest-7-en-15-one), [H-].[Al+3].[Li+].[H-].[H-].[H-] (lithium aluminum hydride), [H-] (hydride). Solvent: CCOCC (ether). Conditions: time 2 hour. Product: C(C)O[C@@H]1C[C@@H]2CC=C3[C@@]4([C@@H](C[C@H]([C@@H](CCCC(C)C)C)[C@]4(CC[C@@H]3[C@]2(CC1)C)C)O)CC (3β-ethoxy-14α-ethyl-5α-cholest-7-en-15β-ol). Yield: 93.6%. As a reaction SMILES: [CH2:1]([O:3][C@H:4]1[CH2:28][CH2:27][C@@:26]2([CH3:29])[C@@H:6]([CH2:7][CH:8]=[C:9]3[C@@H:25]2[CH2:24][CH2:23][C@@:22]2([CH3:30])[C@@:10]3([CH2:32][CH3:33])[C:11](=[O:31])[CH2:12][C@@H:13]2[C@H:14]([CH3:21])[CH2:15][CH2:16][CH2:17][CH:18]([CH3:20])[CH3:19])[CH2:5]1)[CH3:2].[H-].[Al+3].[Li+].[H-].[H-].[H-].[H-].[Na+].[Cl-].C(O[C@H]1CC[C@@]2(C)[C@@H](CC=C3[C@@H]2CC[C@@]2(C)[C@@]3(CC)[C@@H](O)C[C@@H]2[C@H](C)CCCC(C)C)C1)C>CCOCC>[CH2:1]([O:3][C@H:4]1[CH2:28][CH2:27][C@@:26]2([CH3:29])[C@@H:6]([CH2:7][CH:8]=[C:9]3[C@@H:25]2[CH2:24][CH2:23][C@@:22]2([CH3:30])[C@@:10]3([CH2:32][CH3:33])[C@H:11]([OH:31])[CH2:12][C@@H:13]2[C@H:14]([CH3:21])[CH2:15][CH2:16][CH2:17][CH:18]([CH3:19])[CH3:20])[CH2:5]1)[CH3:2] |f:1.2.3.4.5.6,8.9|. Reported procedure: To 3β-ethoxy-14α-ethyl-5α-cholest-7-en-15-one (1.0 g; 2.19 mmol) in ether (100 ml) was added lithium aluminum hydride (2.0 g; 52.7 mmol). After stirring for 2 hours at room temperature, the reaction mixture was cooled to 0° C. and ice was cautiously added to decompose the unreacted hydride. The resulting mixture was poured into a 0.35 M NaCl solution and extracted thoroughly with ether containing methylene chloride (5%). The combined extracts were dried over anhydrous magnesium sulfate and evapo... Reactants: O=C1CC2CCCc3cccc1c32, CCOC(=O)C(=O)OCC, Cl, [H-], [Na+], C1COCCO1, O. Product: CCOC(=O)C(=O)C1C(=O)c2cccc3c2C1CCC3. As a reaction SMILES: [C:13]1(=[O:25])[CH2:14][CH:15]2[CH2:16][CH2:17][CH2:18][c:19]3[cH:20][cH:21][cH:22][c:23]1[c:24]32.[C:3]([C:4]([O:6][CH2:5][CH3:7])=[O:8])(=[O:9])[O:10][CH2:11][CH3:12].[ClH:26].[H-:1].[Na+:2].[O:27]1[CH2:28][CH2:29][O:30][CH2:31][CH2:32]1.[OH2:33]>>[C:3]([C:4](=[O:6])[CH:14]1[C:13](=[O:25])[c:23]2[cH:22][cH:21][cH:20][c:19]3[c:24]2[CH:15]1[CH2:16][CH2:17][CH2:18]3)(=[O:9])[O:10][CH2:11][CH3:12]. Starting materials: C1(=CC=CC=C1)CCN1SC2=C(S1)C=CC=C2 (2-(2-phenylethyl)-1,3,2-benzodithiazole), ClC=1C=C(C(=O)OO)C=CC1 (meta-chloroperoxybenzoic acid). Solvent: C(Cl)(Cl)Cl (chloroform). Run at temperature 0 celsius. Product: C1(=CC=CC=C1)CCN1SC2=C(S1=O)C=CC=C2 (2-(2-Phenylethyl)-1,3,2-benzodithiazole-1-oxide). The yield is 70.6%. RXN SMILES: [C:1]1([CH2:7][CH2:8][N:9]2[S:13][C:12]3[CH:14]=[CH:15][CH:16]=[CH:17][C:11]=3[S:10]2)[CH:6]=[CH:5][CH:4]=[CH:3][CH:2]=1.ClC1C=C(C=CC=1)C(OO)=[O:23]>C(Cl)(Cl)Cl>[C:1]1([CH2:7][CH2:8][N:9]2[S:10](=[O:23])[C:11]3[CH:17]=[CH:16][CH:15]=[CH:14][C:12]=3[S:13]2)[CH:2]=[CH:3][CH:4]=[CH:5][CH:6]=1. Procedure details: To a solution of 2-(2-phenylethyl)-1,3,2-benzodithiazole (0.538 g, 2.08 mmol), from Step 2, in 30 mL of chloroform at -20° C., was added portionwise 56% meta-chloroperoxybenzoic acid (mCPBA) (0.64 g, 2 mmol). The reaction mixture was allowed to warm to 0° C. over a 2 hour period and then the reaction was quenched at 10° C. with 20 mL of 1M aqueous sodium bicarbonate solution. The organic layer was concentrated in vacuo and the residue was purified by column chromatography on silica gel eluting w... Starting materials: C(CC)N=C=O (propyl isocyanate), C(C=C)OC(=O)NC(CC(=O)OCC)C1=CC(=CC=C1)NS(=O)(=O)C1=CC(=CC=C1)N (ethyl 3-{[(allyloxy)-carbonyl]-amino}-3-{{3-{[(3-aminophenyl)-sulfonyl]-amino}-phenyl}}-propanoate). Solvent: O1CCOCC1 (dioxane). Reaction conditions: temperature 50 celsius, time 18 hour. The product is C(C=C)OC(=O)NC(CC(=O)OCC)C1=CC(=CC=C1)NS(=O)(=O)C1=CC(=CC=C1)NC(=O)NCCC (Ethyl 3-{[(allyloxy)-carbonyl]-amino}-3-{{3-{[(3-{[(propylamino)-carbonyl]-amino}-phenyl)-sulfonyl]-amino}-phenyl}}-propanoate). Isolated yield 32.1%. RXN SMILES: [CH2:1]([N:4]=[C:5]=[O:6])[CH2:2][CH3:3].[CH2:7]([O:10][C:11]([NH:13][CH:14]([C:21]1[CH:26]=[CH:25][CH:24]=[C:23]([NH:27][S:28]([C:31]2[CH:36]=[CH:35][CH:34]=[C:33]([NH2:37])[CH:32]=2)(=[O:30])=[O:29])[CH:22]=1)[CH2:15][C:16]([O:18][CH2:19][CH3:20])=[O:17])=[O:12])[CH:8]=[CH2:9]>O1CCOCC1>[CH2:7]([O:10][C:11]([NH:13][CH:14]([C:21]1[CH:26]=[CH:25][CH:24]=[C:23]([NH:27][S:28]([C:31]2[CH:36]=[CH:35][CH:34]=[C:33]([NH:37][C:5]([NH:4][CH2:1][CH2:2][CH3:3])=[O:6])[CH:32]=2)(=[O:30])=[O:29])[CH:22]=1)[CH2:15][C:16]([O:18][CH2:19][CH3:20])=[O:17])=[O:12])[CH:8]=[CH2:9]. Reported procedure: 9.6 g of propyl isocyanate were added to a solution of 50 g of enantiopure ethyl 3-{[(allyloxy)-carbonyl]-amino}-3-{{3-{[(3-aminophenyl)-sulfonyl]-amino}-phenyl}}-propanoate from fraction 1 from Example II.2.f in 500 ml of dioxane, and the mixture was stirred for 18 h at 50° C. After evaporation of the solvent, 1.5 L of 1 M hydrochloric acid were added, and the solution was extracted with dichloromethane. The organic phase was dried over magnesium sulphate and concentrated. Chromatography on sil... Reactants: N#N (N2), C1(=CC=CC=C1)COC1=CC=C(C=C1)B(O)O (4-(phenylmethoxy)phenylboronic acid), Br.BrC1=CC=NC=C1 (4-bromopyridine hydrobromide), C(=O)([O-])[O-].[Na+].[Na+] (Na2CO3). The reagents and catalysts are C=1C=CC(=CC1)[P](C=2C=CC=CC2)(C=3C=CC=CC3)[Pd]([P](C=4C=CC=CC4)(C=5C=CC=CC5)C=6C=CC=CC6)([P](C=7C=CC=CC7)(C=8C=CC=CC8)C=9C=CC=CC9)[P](C=1C=CC=CC1)(C=1C=CC=CC1)C=1C=CC=CC1 (Pd(PPh3)4). Solvent: CC#N (MeCN). Conditions: temperature 85 celsius. Product: C1(=CC=CC=C1)COC1=CC=C(C=C1)C1=CC=NC=C1 (4-[4-(Phenylmethoxy)phenyl]pyridine). Yield: 94.5%. RXN SMILES: N#N.[C:3]1([CH2:9][O:10][C:11]2[CH:16]=[CH:15][C:14](B(O)O)=[CH:13][CH:12]=2)[CH:8]=[CH:7][CH:6]=[CH:5][CH:4]=1.Br.Br[C:22]1[CH:27]=[CH:26][N:25]=[CH:24][CH:23]=1.C([O-])([O-])=O.[Na+].[Na+]>CC#N.C1C=CC([P]([Pd]([P](C2C=CC=CC=2)(C2C=CC=CC=2)C2C=CC=CC=2)([P](C2C=CC=CC=2)(C2C=CC=CC=2)C2C=CC=CC=2)[P](C2C=CC=CC=2)(C2C=CC=CC=2)C2C=CC=CC=2)(C2C=CC=CC=2)C2C=CC=CC=2)=CC=1>[C:3]1([CH2:9][O:10][C:11]2[CH:16]=[CH:15][C:14]([C:22]3[CH:27]=[CH:26][N:25]=[CH:24][CH:23]=3)=[CH:13][CH:12]=2)[CH:8]=[CH:7][CH:6]=[CH:5][CH:4]=1 |f:2.3,4.5.6,^1:40,42,61,80|. Procedure details: Pd(PPh3)4 (10.0 mg, 0.01 mmol) was added to a degassed (N2) mixture of 4-(phenylmethoxy)phenylboronic acid (230 mg, 1.01 mmol), 4-bromopyridine hydrobromide (194 mg, 1.00 mmol), aqueous 1 M Na2CO3 solution (4.0 mL) in MeCN (4 mL). The reaction mixture was heated to 85° C. for 5 h. The cooled suspension was filtered and the resulting solid was washed with aqueous MeCN. The filtrate was extracted with CH2Cl2. The organic layer was dried (MgSO4), filtered and concentrated under reduced pressure. Th... The reactants are C(C(=O)C1=CC=CC=C1)NC1=C(NC2=CC(=CC=C12)Cl)C(=O)OC (3-[(phenacyl)amino]-2-carbmethoxy-6-chloroindole), O.[OH-].[Li+] (lithium hydroxide monohydrate). Run in O1CCCC1.O (tetrahydrofuran water), C(C)(=O)OCC.O (ethyl acetate water). Reaction conditions: temperature 60 celsius. Product: C(C(=O)C1=CC=CC=C1)NC1=C(NC2=CC(=CC=C12)Cl)C(=O)O (3-[(Phenacyl)amino]-2-carboxy-6-chloroindole). Reaction SMILES: [CH2:1]([NH:10][C:11]1[C:19]2[C:14](=[CH:15][C:16]([Cl:20])=[CH:17][CH:18]=2)[NH:13][C:12]=1[C:21]([O:23]C)=[O:22])[C:2]([C:4]1[CH:9]=[CH:8][CH:7]=[CH:6][CH:5]=1)=[O:3].O.[OH-].[Li+]>O1CCCC1.O.C(OCC)(=O)C.O>[CH2:1]([NH:10][C:11]1[C:19]2[C:14](=[CH:15][C:16]([Cl:20])=[CH:17][CH:18]=2)[NH:13][C:12]=1[C:21]([OH:23])=[O:22])[C:2]([C:4]1[CH:5]=[CH:6][CH:7]=[CH:8][CH:9]=1)=[O:3] |f:1.2.3,4.5,6.7|. Procedure details: Dissolve 3-[(phenacyl)amino]-2-carbmethoxy-6-chloroindole (480 mg, 1.46 mmol) in tetrahydrofuran/water (20 mL, 1/1). Add lithium hydroxide monohydrate (316 mg, 2.92 mmol). Seal the flask and warm to 60° C. for 3 hours. Dilute with ethyl acetate/water (50 mL/50 mL) and separate the organic phase. Acidify the aqueous phase and extract with ethyl acetate. Dry (MgSO4) the combined organic phases and concentrate in vacuo. Precipitate with hexane to give the title compound; first crop (289 mg, 63%) an... Reported procedure: Compound 36A (477 mg, 1.79 mmol) and compound 38A (370 mg; 1.52 mmol) are stirred at room temperature under a nitrogen atmosphere in dimethylformamide (15 ml) in the presence of cesium carbonate (1.25 g, 3.82 mmol) for 12 h. The reaction mixture is then diluted with water and extracted three times with ethyl acetate. The organic phases are combined and washed three times with saturated sodium chloride solution and then dried over magnesium sulfate and concentrated. The crude reaction product is ... The reactants are ClCC(=O)N1CCN(CC1)C1=C(C(=CC=C1)C)C (2-chloro-1-[4-(2,3-xylyl)piperazin-1-yl]-ethanone), CN1CCN(CC1)C1=C(C=CC2=CC=CC=C12)O (1-(4-methylpiperazin-1-yl)naphthalen-2-ol), C([O-])([O-])=O.[Cs+].[Cs+] (cesium carbonate). Yields the product C(\C=C\C(=O)O)(=O)O.CN1CCN(CC1)C1=C(C=CC2=CC=CC=C12)OCC(=O)N1CCN(CC1)C1=C(C(=CC=C1)C)C (2-[1-(4-Methylpiperazin-1-yl)naphthalen-2-yloxy]-1-[4-(2,3-dimethylphenyl)piperazin-1-yl]ethanone fumarate). RXN SMILES: Cl[CH2:2][C:3]([N:5]1[CH2:10][CH2:9][N:8]([C:11]2[CH:16]=[CH:15][CH:14]=[C:13]([CH3:17])[C:12]=2[CH3:18])[CH2:7][CH2:6]1)=[O:4].[CH3:19][N:20]1[CH2:25][CH2:24][N:23]([C:26]2[C:35]3[C:30](=[CH:31][CH:32]=[CH:33][CH:34]=3)[CH:29]=[CH:28][C:27]=2[OH:36])[CH2:22][CH2:21]1.[C:37](=[O:40])([O-:39])[O-].[Cs+].[Cs+]>CN(C)C=O.O>[C:27]([OH:36])(=[O:4])/[CH:28]=[CH:29]/[C:37]([OH:39])=[O:40].[CH3:19][N:20]1[CH2:21][CH2:22][N:23]([C:26]2[C:35]3[C:30](=[CH:31][CH:32]=[CH:33][CH:34]=3)[CH:29]=[CH:28][C:27]=2[O:36][CH2:2][C:3]([N:5]2[CH2:10][CH2:9][N:8]([C:11]3[CH:16]=[CH:15][CH:14]=[C:13]([CH3:17])[C:12]=3[CH3:18])[CH2:7][CH2:6]2)=[O:4])[CH2:24][CH2:25]1 |f:2.3.4,7.8|. The solvent is O (water), CN(C=O)C (dimethylformamide). The reactants are three, OS(=O)(=O)O (H2SO4), CrO3, [N+](=O)([O-])C1=CC(=C(C=C1)C)OC (4-nitro-2-methoxytoluene), CC(=O)OC(=O)C (Ac2O), CC(=O)O (HOAc), ice. Conditions: temperature 8 celsius. Yields the product [N+](=O)([O-])C1=CC(=C(C=C1)C(OC(C)=O)OC(C)=O)OC (4-Nitro-2-methoxy-(α,α bisacetoxy)toluene). Reaction SMILES: [N+:1]([C:4]1[CH:9]=[CH:8][C:7]([CH3:10])=[C:6]([O:11][CH3:12])[CH:5]=1)([O-:3])=[O:2].CC([O:16][C:17]([CH3:19])=[O:18])=O.OS(O)(=O)=O.[CH3:25][C:26]([OH:28])=[O:27]>>[N+:1]([C:4]1[CH:9]=[CH:8][C:7]([CH:10]([O:16][C:17](=[O:18])[CH3:19])[O:28][C:26](=[O:27])[CH3:25])=[C:6]([O:11][CH3:12])[CH:5]=1)([O-:3])=[O:2]. Procedure details: To a 5 L three necked round bottom flask equipped with a mechanical stirrer was added 4-nitro-2-methoxytoluene (150.0 g, 0.8973 mol), HOAc (900 mL) and Ac2O (900 mL). The mixture was stirred and cooled to 8° C. with an acetone/ice bath. Concentrated H2SO4 (136 mL) was carefully added while keeping the reaction temperature below 19° C. After cooling to 0° C., CrO3 (252.6 g, 2.526 mol, 2.815 equiv.) was added portion-wise over 1 hour while maintaining the reaction temperature between 0-10° C. Afte...